Task: describe an organic reaction: reactants, conditions, products, and yield. Dataset: the Open Reaction Database (ORD), a public repository of structured organic reaction records Reactants: C(C)(C)(C)N1S(C(CC1=O)C1=CC=C(CC2(NC(CC2)=O)C=O)C=C1)(=O)=O (2-[4-(2-tert-butyl-1,1-dioxido-3-oxoisothiazolidin-5-yl)benzyl]-5-oxopyrrolidine-2-carbaldehyde), FC(C(=O)O)(F)F (trifluoroacetic acid). Product: O=S1(NC(CC1C1=CC=C(CC2(NC(CC2)=O)C=O)C=C1)=O)=O (2-[4-(1,1-dioxido-3-oxoisothiazolidin-5-yl)benzyl]-5-oxopyrrolidine-2-carbaldehyde). Procedure details: 2-[4-(2-tert-butyl-1,1-dioxido-3-oxoisothiazolidin-5-yl)benzyl]-5-oxopyrrolidine-2-carbaldehyde (4.5 mg, 0.011 mmol) was stirred in trifluoroacetic acid (1 mL, 10 mmol) in a small microwave tube and heated to 130° C. for 60 seconds. The mixture was evaporated and used directly. LCMS found for C15H17N2O5S (M+H)+: m/z=337. Conditions: temperature 130 celsius. RXN SMILES: C([N:5]1[C:9](=[O:10])[CH2:8][CH:7]([C:11]2[CH:25]=[CH:24][C:14]([CH2:15][C:16]3([CH:22]=[O:23])[CH2:20][CH2:19][C:18](=[O:21])[NH:17]3)=[CH:13][CH:12]=2)[S:6]1(=[O:27])=[O:26])(C)(C)C.FC(F)(F)C(O)=O>>[O:27]=[S:6]1(=[O:26])[CH:7]([C:11]2[CH:25]=[CH:24][C:14]([CH2:15][C:16]3([CH:22]=[O:23])[CH2:20][CH2:19][C:18](=[O:21])[NH:17]3)=[CH:13][CH:12]=2)[CH2:8][C:9](=[O:10])[NH:5]1. The reactants are C1(=CC=CC=C1)C(O)(C1CCNCC1)C1=CC=CC=C1 (α,α -diphenyl-4-piperidinemethanol), ClCCCC(=O)C1=CC=C(C=C1)C (4-chloro-4'-methylbutyrophenone), C([O-])(O)=O.[Na+] (sodium bicarbonate), [I-].[K+] (potassium iodide). The solvent is C1(=CC=CC=C1)C (toluene). Yields the product Cl.OC(C1=CC=CC=C1)(C1=CC=CC=C1)C1CCN(CC1)CCCC(=O)C1=CC=C(C=C1)C (4-[ 4-(α-Hydroxy-α-phenylbenzyl)piperidino] -4'-methylbutyrophenone hydrochloride). As a reaction SMILES: [C:1]1([C:7]([C:15]2[CH:20]=[CH:19][CH:18]=[CH:17][CH:16]=2)([CH:9]2[CH2:14][CH2:13][NH:12][CH2:11][CH2:10]2)[OH:8])[CH:6]=[CH:5][CH:4]=[CH:3][CH:2]=1.[Cl:21][CH2:22][CH2:23][CH2:24][C:25]([C:27]1[CH:32]=[CH:31][C:30]([CH3:33])=[CH:29][CH:28]=1)=[O:26].C(=O)(O)[O-].[Na+].[I-].[K+]>C1(C)C=CC=CC=1>[ClH:21].[OH:8][C:7]([CH:9]1[CH2:14][CH2:13][N:12]([CH2:22][CH2:23][CH2:24][C:25]([C:27]2[CH:28]=[CH:29][C:30]([CH3:33])=[CH:31][CH:32]=2)=[O:26])[CH2:11][CH2:10]1)([C:15]1[CH:20]=[CH:19][CH:18]=[CH:17][CH:16]=1)[C:1]1[CH:2]=[CH:3][CH:4]=[CH:5][CH:6]=1 |f:2.3,4.5,7.8|. Reported procedure: A mixture of 53.5 g (0.2 moles) of α,α -diphenyl-4-piperidinemethanol 43.3 g (0.22 mole) of 4-chloro-4'-methylbutyrophenone, 33.6 g (0.4 mole) of sodium bicarbonate and a small amount of potassium iodide in 1300 ml of toluene was refluxed for 17 hours collecting the evolved water in a Dean-Stark trap. The mixture was filtered and the solvent removed. The residue was dissolved in ether and treated with ethereal HCl, and the resulting precipitate was washed with dry ether and recrystallized from e... Starting materials: N1=C(C=CC=C1)CN ((pyridin-2-ylmethyl)amine), CC=1C(NC(=NC1C)SC)=O (5,6-dimethyl-2-(methylthio)pyrimidin-4(3H)-one), C(C)OCC (diethyl ether), O (water). Run in CS(=O)C (dimethyl sulfoxide). Conditions: temperature 150 celsius, time 8 hour. Yields the product CC=1C(NC(=NC1C)NCC1=NC=CC=C1)=O (5,6-dimethyl-2-[(pyridin-2-ylmethyl)amino]pyrimidin-4(3H)-one). Isolated yield 74.1%. RXN SMILES: [N:1]1[CH:6]=[CH:5][CH:4]=[CH:3][C:2]=1[CH2:7][NH2:8].[CH3:9][C:10]1[C:11](=[O:19])[NH:12][C:13](SC)=[N:14][C:15]=1[CH3:16].O.C(OCC)C>CS(C)=O>[CH3:9][C:10]1[C:11](=[O:19])[NH:12][C:13]([NH:8][CH2:7][C:2]2[CH:3]=[CH:4][CH:5]=[CH:6][N:1]=2)=[N:14][C:15]=1[CH3:16]. Reported procedure: To a stirred solution of (pyridin-2-ylmethyl)amine (5.8 g, 54 mmol) in dimethyl sulfoxide (15 mL) at ambient temperature was added 5,6-dimethyl-2-(methylthio)pyrimidin-4(3H)-one (7 g, 41 mmol, Step A), and the resulting mixture was stirred at 150° C. overnight. Then water (100 mL) was added carefully into the hot reaction mixture. Upon cooling to ambient temperature, diethyl ether (30 mL) was added. The formed precipitate was collected by filtration and dried to afford 7.0 g (74%) of the titled ... Starting materials: S(=S)(=O)([O-])[O-].[Na+].[Na+] (sodium thiosulphate), [OH-].[Li+] (lithium hydroxide), OO (hydrogen peroxide), C(C1=CC=CC=C1)[C@H]1N(C(OC1)=O)C(=O)[C@@H]1CC12CCOCC2 ((R)-4-benzyl-3-((R)-6-oxaspiro[2.5]-octane-1-carbonyl)oxazolidin-2-one). Run in O1CCCC1.O (tetrahydrofuran water). Run at time 6 hour. Yields the product [C@H]1(CC12CCOCC2)C(=O)O ((R)-6-Oxaspiro[2.5]octane-1-carboxylic acid). Reaction SMILES: C([C@@H]1COC(=O)N1[C:14]([C@H:16]1[C:18]2([CH2:23][CH2:22][O:21][CH2:20][CH2:19]2)[CH2:17]1)=[O:15])C1C=CC=CC=1.[OH-].[Li+].OO.S([O-])([O-])(=[O:30])=S.[Na+].[Na+]>O1CCCC1.O>[C@H:16]1([C:14]([OH:15])=[O:30])[C:18]2([CH2:23][CH2:22][O:21][CH2:20][CH2:19]2)[CH2:17]1 |f:1.2,4.5.6,7.8|. Reported procedure: A solution of 3.700 g of (R)-4-benzyl-3-((R)-6-oxaspiro[2.5]-octane-1-carbonyl)oxazolidin-2-one in 20 ml of tetrahydrofuran/water 3:1 is cooled to 0° C. 0.608 g of lithium hydroxide and 1.95 ml of hydrogen peroxide (30% in water) are added to the solution, which is stirred at room temperature for 6 hours. Saturated aqueous sodium thiosulphate solution is added to the reaction mixture, which is then extracted with tert-butyl methyl ether. The aqueous phase is adjusted to pH 2 with 4M HCl and extr...